This data is from the Open Reaction Database (ORD), a public repository of structured organic reaction records. The task is: describe an organic reaction: reactants, conditions, products, and yield The reactants are [F-].[K+] (potassium fluoride), FC(C1=C(C(=O)O)C(=CC=C1)C(F)(F)F)(F)F (2,6-bis(trifluoromethyl)benzoic acid), BrCC(=O)CBr.C(C1=CC=CC=C1)(=O)N[C@@H](C(C)C)C(=O)N[C@@H](C)C(=O)N[C@@H](CCCC)C(=O)O (N-benzoyl-L-valyl-L-alanyl-L-norleucine bromomethyl ketone). Solvent: CN(C)C=O (DMF), CN(C)C=O (DMF). Run at time 5 minute. Product: CC(=O)OC(C1=C(C=CC=C1C(F)(F)F)C(F)(F)F)=O.C(C1=CC=CC=C1)(=O)N[C@@H](C(C)C)C(=O)N[C@@H](C)C(=O)N[C@@H](CCCC)C(=O)O (N-Benzoyl-L-valyl-L-alanyl-L-norleucine 2,6-bis (trifluoromethyl)benzoyloxy methyl ketone). Reaction SMILES: [F-].[K+].[F:3][C:4]([F:19])([F:18])[C:5]1[CH:13]=[CH:12][CH:11]=[C:10]([C:14]([F:17])([F:16])[F:15])[C:6]=1[C:7]([OH:9])=[O:8].Br[CH2:21][C:22](CBr)=[O:23].[C:26]([NH:34][C@H:35]([C:39]([NH:41][C@H:42]([C:44]([NH:46][C@H:47]([C:52]([OH:54])=[O:53])[CH2:48][CH2:49][CH2:50][CH3:51])=[O:45])[CH3:43])=[O:40])[CH:36]([CH3:38])[CH3:37])(=[O:33])[C:27]1[CH:32]=[CH:31][CH:30]=[CH:29][CH:28]=1>CN(C=O)C>[CH3:21][C:22]([O:8][C:7](=[O:9])[C:6]1[C:5]([C:4]([F:18])([F:19])[F:3])=[CH:13][CH:12]=[CH:11][C:10]=1[C:14]([F:15])([F:17])[F:16])=[O:23].[C:26]([NH:34][C@H:35]([C:39]([NH:41][C@H:42]([C:44]([NH:46][C@H:47]([C:52]([OH:54])=[O:53])[CH2:48][CH2:49][CH2:50][CH3:51])=[O:45])[CH3:43])=[O:40])[CH:36]([CH3:37])[CH3:38])(=[O:33])[C:27]1[CH:28]=[CH:29][CH:30]=[CH:31][CH:32]=1 |f:0.1,3.4,6.7|. Procedure details: A mixture of potassium fluoride (0.1 mmol, 6 mg) and 2,6-bis(trifluoromethyl)benzoic acid (0.066 mmol, 17 mg) in dry DMF (500 μl) was stirred over molecular sieves at room temperature for 5 minutes. A solution of N-benzoyl-L-valyl-L-alanyl-L-norleucine bromomethyl ketone (0.033 mmol), 16 mg) in dry DMF (500 μl) was added and the reaction mixture stirred for 1 hour. The reaction mixture was passed through a short silica plug and washed with 5% methanol in dichloromethane. Solvent was removed unde... The reactants are ClC(=O)C=1C2=C(SC1NC(=O)C1=CC=C(C(=O)OC)C=C1)CCCC2 (Methyl 4-(3-chlorocarbonyl-4,5,6,7-tetrahydrobenzo[b]thiophen-2-ylcarbamoyl)benzoate), O1COC2=C1C=CC(=C2)CN ((benzo[1,3]dioxol-5-ylmethyl)amine), N1=CC=CC=C1 (pyridine). Run in ClCCl (dichloromethane). The product is O1COC2=C1C=CC(=C2)CNC(=O)C=2C1=C(SC2NC(=O)C2=CC=C(C(=O)OC)C=C2)CCCC1 (methyl 4-{3[(benzo[1,3]dioxol-5-ylmethyl)carbamoyl]-4,5,6,7-tetrahydrobenzo[b]thiophene-2-ylcarbamoyl}benzoate). RXN SMILES: Cl[C:2]([C:4]1[C:5]2[CH2:25][CH2:24][CH2:23][CH2:22][C:6]=2[S:7][C:8]=1[NH:9][C:10]([C:12]1[CH:21]=[CH:20][C:15]([C:16]([O:18][CH3:19])=[O:17])=[CH:14][CH:13]=1)=[O:11])=[O:3].[O:26]1[C:30]2[CH:31]=[CH:32][C:33]([CH2:35][NH2:36])=[CH:34][C:29]=2[O:28][CH2:27]1.N1C=CC=CC=1>ClCCl>[O:26]1[C:30]2[CH:31]=[CH:32][C:33]([CH2:35][NH:36][C:2]([C:4]3[C:5]4[CH2:25][CH2:24][CH2:23][CH2:22][C:6]=4[S:7][C:8]=3[NH:9][C:10]([C:12]3[CH:21]=[CH:20][C:15]([C:16]([O:18][CH3:19])=[O:17])=[CH:14][CH:13]=3)=[O:11])=[O:3])=[CH:34][C:29]=2[O:28][CH2:27]1. Procedure: Methyl 4-(3-chlorocarbonyl-4,5,6,7-tetrahydrobenzo[b]thiophen-2-ylcarbamoyl)benzoate is added to a solution of (benzo[1,3]dioxol-5-ylmethyl)amine in dichloromethane and 1.1 equivalents of pyridine and the solution is stirred. The solvent is removed and is worked up in a customary manner. 1.3 g of methyl 4-{3[(benzo[1,3]dioxol-5-ylmethyl)carbamoyl]-4,5,6,7-tetrahydrobenzo[b]thiophene-2-ylcarbamoyl}benzoate, m.p. 165°, are obtained. The reactants are C(C)(C)(C)OC(N[C@@H](CO)C1=CC=CC=C1)=O (((R)-2-hydroxy-1-phenyl-ethyl)-carbamic acid tert-butyl ester), C1(C=2C(C(N1)=O)=CC=CC2)=O (phthalimide), C1=CC=C(C=C1)P(C2=CC=CC=C2)C3=CC=CC=C3 (PPh3), CCOC(=O)/N=N/C(=O)OCC (DEAD). Run in C1CCOC1 (THF). Run at time 3 hour. Product: C(C)(C)(C)OC(N[C@@H](CN1C(C2=CC=CC=C2C1=O)=O)C1=CC=CC=C1)=O ([(R)-2-(1,3-dioxo-1,3-dihydro-isoindol-2-yl)-1-phenyl-ethyl]-carbamic acid tert-butyl ester), C1(=CC=CC=C1)P(C1=CC=CC=C1)(C1=CC=CC=C1)=O (triphenylphosphine oxide). Reaction SMILES: [C:1]([O:5][C:6](=[O:17])[NH:7][C@H:8]([C:11]1[CH:16]=[CH:15][CH:14]=[CH:13][CH:12]=1)[CH2:9]O)([CH3:4])([CH3:3])[CH3:2].[C:18]1(=[O:28])[NH:22][C:21](=[O:23])[C:20]2=[CH:24][CH:25]=[CH:26][CH:27]=[C:19]12.[CH:29]1[CH:34]=[CH:33][C:32]([P:35]([C:42]2[CH:47]=[CH:46][CH:45]=[CH:44][CH:43]=2)[C:36]2[CH:41]=[CH:40][CH:39]=[CH:38][CH:37]=2)=[CH:31][CH:30]=1.CC[O:50]C(/N=N/C(OCC)=O)=O>C1COCC1>[C:1]([O:5][C:6](=[O:17])[NH:7][C@H:8]([C:11]1[CH:16]=[CH:15][CH:14]=[CH:13][CH:12]=1)[CH2:9][N:22]1[C:18](=[O:28])[C:19]2[C:20](=[CH:24][CH:25]=[CH:26][CH:27]=2)[C:21]1=[O:23])([CH3:4])([CH3:3])[CH3:2].[C:36]1([P:35](=[O:50])([C:32]2[CH:31]=[CH:30][CH:29]=[CH:34][CH:33]=2)[C:42]2[CH:47]=[CH:46][CH:45]=[CH:44][CH:43]=2)[CH:41]=[CH:40][CH:39]=[CH:38][CH:37]=1. Procedure details: To a 0° C. solution of the alcohol (4.75 g, 20.0 mmol), phthalimide (3.32 g, 22.6 mmol) and PPh3 (6.30 g, 24.0 mmol) in THF (130 ml) under nitrogen was added dropwise DEAD (3.3 ml, 21.0 mmol). The resulting light yellow solution was stirred at room temperature for 3 hours, and then the solvent was removed under reduced pressure, giving crude [(R)-2-(1,3-dioxo-1,3-dihydro-isoindol-2-yl)-1-phenyl-ethyl]-carbamic acid tert-butyl ester as a mixture with triphenylphosphine oxide. The reactants are C(C1=CC=CC=C1)OC(=O)N1[C@@H](CCC1)C(=O)NCCCC ((S)-1-benzyloxycarbonyl-N-butyl-2-pyrrolidinecarboxamide). Reagents/catalysts: [C].[Pd] (palladium-carbon). Solvent: CO (methanol). The product is C(CCC)NC(=O)[C@H]1NCCC1 ((S)-N-butyl-2-pyrrolidinecarboxamide). The yield is 97.7%. RXN SMILES: C(OC([N:11]1[CH2:15][CH2:14][CH2:13][C@H:12]1[C:16]([NH:18][CH2:19][CH2:20][CH2:21][CH3:22])=[O:17])=O)C1C=CC=CC=1>CO.[C].[Pd]>[CH2:19]([NH:18][C:16]([C@@H:12]1[CH2:13][CH2:14][CH2:15][NH:11]1)=[O:17])[CH2:20][CH2:21][CH3:22] |f:2.3|. Procedure details: In 140 ml of methanol was dissolved 4.41 g of compound (30) and the compound was hydrogenated using 426 mg of 10% palladium-carbon as a catalyst. The catalyst was filtered off and the filtrate was concentrated to provide 2.41 g of (S)-N-butyl-2-pyrrolidinecarboxamide (31). Reactants: CC1(C2=C(C(=CC=C2)P(C3=CC=CC=C3)C4=CC=CC=C4)OC5=C(C=CC=C51)P(C6=CC=CC=C6)C7=CC=CC=C7)C (Xantphos), Cl (hydrochloric acid), CN1CC=2N(CC1)N=C(C2)N (5-Methyl-4,5,6,7-tetrahydropyrazolo[1,5-a]pyrazin-2-amine), BrC=1C(NN=C(C1)Cl)=O (4-bromo-6-chloropyridazin-3(2H)-one), [Li+].C[Si](C)(C)[N-][Si](C)(C)C (LiHMDS). Reagents/catalysts: C=1C=CC(=CC1)/C=C/C(=O)/C=C/C2=CC=CC=C2.C=1C=CC(=CC1)/C=C/C(=O)/C=C/C2=CC=CC=C2.C=1C=CC(=CC1)/C=C/C(=O)/C=C/C2=CC=CC=C2.[Pd].[Pd] (tris(dibenzylideneacetone)dipalladium(0)). Run in C1CCOC1 (THF), O (water), O1CCOCC1 (1,4-dioxane). Product: ClC=1C=C(C(NN1)=O)NC1=NN2C(CN(CC2)C)=C1 (6-Chloro-4-(5-methyl-4,5,6,7-tetrahydropyrazolo[1,5-a]pyrazin-2-ylamino)pyridazin-3(2H)-one). Yield: 74.8%. As a reaction SMILES: [CH3:1][N:2]1[CH2:7][CH2:6][N:5]2[N:8]=[C:9]([NH2:11])[CH:10]=[C:4]2[CH2:3]1.Br[C:13]1[C:14](=[O:20])[NH:15][N:16]=[C:17]([Cl:19])[CH:18]=1.[Li+].C[Si]([N-][Si](C)(C)C)(C)C.CC1(C)C2C(=C(P(C3C=CC=CC=3)C3C=CC=CC=3)C=CC=2)OC2C(P(C3C=CC=CC=3)C3C=CC=CC=3)=CC=CC1=2.Cl>C1C=CC(/C=C/C(/C=C/C2C=CC=CC=2)=O)=CC=1.C1C=CC(/C=C/C(/C=C/C2C=CC=CC=2)=O)=CC=1.C1C=CC(/C=C/C(/C=C/C2C=CC=CC=2)=O)=CC=1.[Pd].[Pd].O.C1COCC1.O1CCOCC1>[Cl:19][C:17]1[CH:18]=[C:13]([NH:11][C:9]2[CH:10]=[C:4]3[CH2:3][N:2]([CH3:1])[CH2:7][CH2:6][N:5]3[N:8]=2)[C:14](=[O:20])[NH:15][N:16]=1 |f:2.3,6.7.8.9.10|. Procedure: A 50-mL single-neck round-bottomed flask equipped with a magnetic stirrer, reflux condenser and nitrogen inlet was charged with 1,4-dioxane (5.0 mL), 5-methyl-4,5,6,7-tetrahydropyrazolo[1,5-a]pyrazin-2-amine 101l (152 mg, 1.00 mmol), 4-bromo-6-chloropyridazin-3(2H)-one (209 mg, 1.00 mmol) and a 1 M THF solution of LiHMDS (5.0 mL, 5.00 mmol). After bubbling nitrogen through the resulting solution for 30 min, Xantphos (49 mg, 0.05 mmol) and tris(dibenzylideneacetone)dipalladium(0) (59 mg, 0.085 mm... Starting materials: [Br-], COCCCBr, COCCC[Mg+], N#CC1(c2ccc(Cl)c(Cl)c2)CCC1, Cl, [Mg]. Product: COCCC(=O)CC1(c2ccc(Cl)c(Cl)c2)CCC1. Reaction SMILES: [Br-:15].[Br:22][CH2:23][CH2:24][CH2:25][O:26][CH3:27].[CH3:16][O:17][CH2:18][CH2:19][CH2:20][Mg+:21].[Cl:1][c:2]1[cH:3][c:4]([C:9]2([C:13]#[N:14])[CH2:10][CH2:11][CH2:12]2)[cH:5][cH:6][c:7]1[Cl:8].[ClH:29].[Mg:28]>>[Cl:1][c:2]1[cH:3][c:4]([C:9]2([CH2:13][C:20]([CH2:19][CH2:18][O:17][CH3:16])=[O:26])[CH2:10][CH2:11][CH2:12]2)[cH:5][cH:6][c:7]1[Cl:8]. Procedure: (R)-N-[5-Methyl-8-(4-methylpiperazin-1-yl)-1,2,3,4-tetrahydro-2-naphthyl]-4-morpholinobenzamide (100 mg, 0.22 mmol) was dissolved in tetrahydrofuran (2 mL) by heating and maleic acid (29 mg, 0.24 mmol), dissolved in tetrahydrofuran (11 mL), was added dropwise. Diethyl ether (5 mL) was added to the clear solution to give an oil. The solvent was decanted and the resulting oil was titurated from diethyl ether. The solid was filtered and washed with diethyl ether to give a white solid that was store... Run in O1CCCC1 (tetrahydrofuran), O1CCCC1 (tetrahydrofuran). The reactants are C(\C=C/C(=O)O)(=O)O (maleic acid), O (H2O), CC1=C2CC[C@H](CC2=C(C=C1)N1CCN(CC1)C)NC(C1=CC=C(C=C1)N1CCOCC1)=O ((R)-N-[5-Methyl-8-(4-methylpiperazin-1-yl)-1,2,3,4-tetrahydro-2-naphthyl]-4-morpholinobenzamide), C(C)OCC (Diethyl ether). RXN SMILES: [CH3:1][C:2]1[CH:11]=[CH:10][C:9]([N:12]2[CH2:17][CH2:16][N:15]([CH3:18])[CH2:14][CH2:13]2)=[C:8]2[C:3]=1[CH2:4][CH2:5][C@@H:6]([NH:19][C:20](=[O:33])[C:21]1[CH:26]=[CH:25][C:24]([N:27]3[CH2:32][CH2:31][O:30][CH2:29][CH2:28]3)=[CH:23][CH:22]=1)[CH2:7]2.[C:34]([OH:41])(=[O:40])/[CH:35]=[CH:36]\[C:37]([OH:39])=[O:38].C(OCC)C.O>O1CCCC1>[C:34]([OH:41])(=[O:40])/[CH:35]=[CH:36]\[C:37]([OH:39])=[O:38].[CH3:1][C:2]1[CH:11]=[CH:10][C:9]([N:12]2[CH2:17][CH2:16][N:15]([CH3:18])[CH2:14][CH2:13]2)=[C:8]2[C:3]=1[CH2:4][CH2:5][C@@H:6]([NH:19][C:20](=[O:33])[C:21]1[CH:26]=[CH:25][C:24]([N:27]3[CH2:32][CH2:31][O:30][CH2:29][CH2:28]3)=[CH:23][CH:22]=1)[CH2:7]2 |f:5.6|. The product is C(\C=C/C(=O)O)(=O)O.CC1=C2CC[C@H](CC2=C(C=C1)N1CCN(CC1)C)NC(C1=CC=C(C=C1)N1CCOCC1)=O ((R)-N-[5-Methyl-8-(4-methylpiperazin-1-yl)-1,2,3,4-tetrahydro-2-naphthyl]-4-morpholinobenzamide Hydrogen Maleate). Reactants: C1(CCCCC1)C[C@H]1[C@H](CC(C(N1)=O)=C(C)C)O ((5S, 6S) -6-Cyclohexylmethyl-3-isopropylidene-5-hydroxypiperidine-2-one), [H][H] (hydrogen). The reagents and catalysts are [Pd] (palladium on carbon). Solvent: C(C)(=O)OCC (ethyl acetate). Product: C1(CCCCC1)CC1C(CC(C(N1)=O)C(C)C)O (6-Cyclohexylmethyl-5-hydroxy-3-isopropylpiperidin-2 -one). As a reaction SMILES: [CH:1]1([CH2:7][C@@H:8]2[NH:13][C:12](=[O:14])[C:11](=[C:15]([CH3:17])[CH3:16])[CH2:10][C@@H:9]2[OH:18])[CH2:6][CH2:5][CH2:4][CH2:3][CH2:2]1.[H][H]>C(OCC)(=O)C.[Pd]>[CH:1]1([CH2:7][CH:8]2[NH:13][C:12](=[O:14])[CH:11]([CH:15]([CH3:16])[CH3:17])[CH2:10][CH:9]2[OH:18])[CH2:2][CH2:3][CH2:4][CH2:5][CH2:6]1. Procedure details: A solution of the product of Example 5 (24.7 g, 98.4 retool) in 500 mL of ethyl acetate was treated with 2.5 g of dry palladium on carbon and hydrogenated at 4 atmospheres of hydrogen for 4 hours at ambient temperature. The reaction mixture was filtered and concentrated to a white foamy solid which was taken on without further purification. m.p. 97°-99° C. [α]D =-95.1° (c=1.075, CHCl3). IR (KBr) 3605, 3400, 2925, 1642 cm-1. 1H NMR (300 MHz, CDCl3) δ6.3 (bs, 1H), 4.11 (m, J=4.5, 1H), 3.47 (m, 1H)... Starting materials: CNC(=O)c1cc(Oc2ccc3nc(NC4CCCNC4)sc3c2)ccn1, CN1CCCC1=O, CCN(C(C)C)C(C)C, CC(C)N=C=O. The product is CNC(=O)c1cc(Oc2ccc3nc(NC4CCCN(C(=O)NC(C)C)C4)sc3c2)ccn1. RXN SMILES: [CH3:1][NH:2][C:3]([c:4]1[cH:5][c:6]([O:10][c:11]2[cH:12][c:13]3[c:14]([n:15][c:16]([NH:18][CH:19]4[CH2:20][NH:21][CH2:22][CH2:23][CH2:24]4)[s:17]3)[cH:25][cH:26]2)[cH:7][cH:8][n:9]1)=[O:27].[CH3:43][N:44]1[CH2:45][CH2:46][CH2:47][C:48]1=[O:49].[CH:28]([N:29]([CH2:30][CH3:31])[CH:32]([CH3:33])[CH3:34])([CH3:35])[CH3:36].[N:37](=[C:38]=[O:39])[CH:40]([CH3:41])[CH3:42]>>[CH3:1][NH:2][C:3]([c:4]1[cH:5][c:6]([O:10][c:11]2[cH:12][c:13]3[c:14]([n:15][c:16]([NH:18][CH:19]4[CH2:20][N:21]([C:38]([NH:37][CH:40]([CH3:41])[CH3:42])=[O:39])[CH2:22][CH2:23][CH2:24]4)[s:17]3)[cH:25][cH:26]2)[cH:7][cH:8][n:9]1)=[O:27]. The reactants are Fc1ccc(Br)cc1Cl, CC(C)(C)OC(=O)N1CCC(N)C1, CC(=O)[O-], CC(=O)[O-], CC(C)(C)[O-], CCOC(C)=O, Cc1ccccc1, [Na+], O, [Pd+2], c1ccc(P(c2ccccc2)c2ccc3ccccc3c2-c2c(P(c3ccccc3)c3ccccc3)ccc3ccccc23)cc1. The product is CC(C)(C)OC(=O)N1CCC(Nc2ccc(F)c(Cl)c2)C1. Reaction SMILES: [Br:14][c:15]1[cH:16][c:17]([Cl:22])[c:18]([F:21])[cH:19][cH:20]1.[C:1]([CH3:2])([CH3:3])([CH3:4])[O:5][C:6](=[O:7])[N:8]1[CH2:9][CH:10]([NH2:13])[CH2:11][CH2:12]1.[C:75]([O-:76])(=[O:77])[CH3:78].[C:80]([O-:81])(=[O:82])[CH3:83].[CH3:69][C:70]([CH3:71])([O-:72])[CH3:73].[CH3:84][CH2:85][O:86][C:87](=[O:88])[CH3:89].[CH3:91][c:92]1[cH:93][cH:94][cH:95][cH:96][cH:97]1.[Na+:74].[OH2:90].[Pd+2:79].[cH:23]1[cH:24][cH:25][c:26]([P:27]([c:28]2[cH:29][cH:30][c:31]3[c:32]([cH:33][cH:34][cH:35][cH:36]3)[c:37]2-[c:38]2[c:39]3[c:40]([cH:41][cH:42][cH:43][cH:44]3)[cH:45][cH:46][c:47]2[P:48]([c:49]2[cH:50][cH:51][cH:52][cH:53][cH:54]2)[c:55]2[cH:56][cH:57][cH:58][cH:59][cH:60]2)[c:61]2[cH:62][cH:63][cH:64][cH:65][cH:66]2)[cH:67][cH:68]1>>[C:1]([CH3:2])([CH3:3])([CH3:4])[O:5][C:6](=[O:7])[N:8]1[CH2:9][CH:10]([NH:13][c:15]2[cH:16][c:17]([Cl:22])[c:18]([F:21])[cH:19][cH:20]2)[CH2:11][CH2:12]1.